Dataset: the Open Reaction Database (ORD), a public repository of structured organic reaction records. Task: describe an organic reaction: reactants, conditions, products, and yield Starting materials: ClC1=NC(=NC(=C1CC#C)C1=CC=CC=C1)N (4-chloro-6-phenyl-5-(2-propynyl)pyrimidin-2-amine), C(=O)NN (formylhydrazine), CN(C=O)C (dimethylformamide), 3A. Run in O (water). The product is C1(=CC=CC=C1)C1=C(C=2N(C(=N1)N)C=NN2)CC#C (7-phenyl-8-(2-propynyl)-1,2,4-triazolo[4,3-c]pyrimidin-5-amine). As a reaction SMILES: Cl[C:2]1[C:7]([CH2:8][C:9]#[CH:10])=[C:6]([C:11]2[CH:16]=[CH:15][CH:14]=[CH:13][CH:12]=2)[N:5]=[C:4]([NH2:17])[N:3]=1.[CH:18]([NH:20][NH2:21])=O.CN(C)C=O>O>[C:11]1([C:6]2[N:5]=[C:4]([NH2:17])[N:3]3[CH:18]=[N:20][N:21]=[C:2]3[C:7]=2[CH2:8][C:9]#[CH:10])[CH:16]=[CH:15][CH:14]=[CH:13][CH:12]=1. Procedure: 1.7 Parts of 4-chloro-6-phenyl-5-(2-propynyl)pyrimidin-2-amine and 0.84 part of formylhydrazine are added to 20 parts by volume dimethylformamide containing 2.0 parts of molecular sieve 3A and refluxed under nitrogen for two hours. The solution is allowed to cool and is poured into cold water. The crystalline product is filtered out, washed with water and dried. The product is chromatographed to give 7-phenyl-8-(2-propynyl)-1,2,4-triazolo[4,3-c]pyrimidin-5-amine having the formula: ##STR6## Starting materials: aqueous solution, [OH-].[Na+] (sodium hydroxide), C(C)OC(=O)/C=C/C1=CC=C(C2=C1CC1(CCCC1)O2)OC ((E)-4-(2-Ethoxycarbonylethenyl)-7-methoxy-spiro[2,3-dihydrobenzofuran-2,1′-cyclopentane]). The solvent is C(C)O (ethanol). Product: C(=O)(O)/C=C/C1=CC=C(C2=C1CC1(CCCC1)O2)OC ((E)-4-(2-Carboxyethenyl)-7-methoxy-spiro[2,3-dihydrobenzofuran-2,1′-cyclopentane]). Isolated yield 75.0%. Reaction SMILES: C([O:3][C:4](/[CH:6]=[CH:7]/[C:8]1[C:13]2[CH2:14][C:15]3([O:20][C:12]=2[C:11]([O:21][CH3:22])=[CH:10][CH:9]=1)[CH2:19][CH2:18][CH2:17][CH2:16]3)=[O:5])C.[OH-].[Na+]>C(O)C>[C:4](/[CH:6]=[CH:7]/[C:8]1[C:13]2[CH2:14][C:15]3([O:20][C:12]=2[C:11]([O:21][CH3:22])=[CH:10][CH:9]=1)[CH2:16][CH2:17][CH2:18][CH2:19]3)([OH:5])=[O:3] |f:1.2|. Procedure details: A mixture of Compound 90a (3.5 g) obtained in Step A, a 4N aqueous solution (35.0 ml) of sodium hydroxide, and ethanol (150 ml) was stirred at room temperature for 15 hours. The solvent was distilled off and the residue was dissolved in water. Concentrated hydrochloric acid was dropwise added to the solution, and a precipitate was collected by filtration, washed with water, and dried to give Compound 90b (2.38 g, 74.9%) as white crystals. The reactants are CC1=NC=2CCC3=C(C(C2S1)=C)C=CC=C3 (2-methyl-4-methylene-9,10-dihydro-4H-3-thia-1-aza-benzo[f]azulene), CS(=O)(=O)NC=1C=C(C=CC1)B(O)O (3-methanesulfonylaminophenylboronic acid), title compounds. Yields the product CC1=NC=2CCC3=C(C(C2S1)=CC=1C=C(C=CC1)NS(=O)(=O)C)C=CC=C3 (N-[3-(2-Methyl-9,10-dihydro-3-thia-1-aza-benzo[f]azulen-4-ylidenemethyl)-phenyl]-methanesulfonamide). As a reaction SMILES: [CH3:1][C:2]1[S:11][C:10]2[C:9](=[CH2:12])[C:8]3[CH:13]=[CH:14][CH:15]=[CH:16][C:7]=3[CH2:6][CH2:5][C:4]=2[N:3]=1.[CH3:17][S:18]([NH:21][C:22]1[CH:23]=[C:24](B(O)O)[CH:25]=[CH:26][CH:27]=1)(=[O:20])=[O:19]>>[CH3:1][C:2]1[S:11][C:10]2[C:9](=[CH:12][C:26]3[CH:27]=[C:22]([NH:21][S:18]([CH3:17])(=[O:19])=[O:20])[CH:23]=[CH:24][CH:25]=3)[C:8]3[CH:13]=[CH:14][CH:15]=[CH:16][C:7]=3[CH2:6][CH2:5][C:4]=2[N:3]=1. Procedure details: Following procedures essentially as described in Preparation 24 followed by procedures essentially as described in Example 219, and using 2-methyl-4-methylene-9,10-dihydro-4H-3-thia-1-aza-benzo[f]azulene and 3-methanesulfonylaminophenylboronic acid, the title compounds are made.